describe an organic reaction: reactants, conditions, products, and yield From a dataset of the Open Reaction Database (ORD), a public repository of structured organic reaction records. Starting materials: OC1=CC=C(C=C1)N(S(=O)(=O)C1=C(C=C(C=C1C)C)C)CC1=CC(=CC=C1)OC1OCCCC1 (N-(4-hydroxy-phenyl)-2,4,6-trimethyl-N-[3-(tetrahydro-pyran-2-yloxy)-benzyl]-benzenesulfonamide), BrCCBr (1,2-dibromoethane), [OH-].[Na+] (sodium hydroxide). The solvent is O (water), O (water). The product is ethyl acetate hexanes, BrCCOC1=CC=C(C=C1)N(S(=O)(=O)C1=C(C=C(C=C1C)C)C)CC1=CC(=CC=C1)OC1OCCCC1 (N-[4-(2-Bromo-ethoxy)-phenyl]-2,4.6-trimethyl-N-[3-(tetrahydro-pyran-2-yloxy)-benzyl]-benzenesulfonamide). The yield is 26.0%. Reaction SMILES: [OH:1][C:2]1[CH:7]=[CH:6][C:5]([N:8]([CH2:21][C:22]2[CH:27]=[CH:26][CH:25]=[C:24]([O:28][CH:29]3[CH2:34][CH2:33][CH2:32][CH2:31][O:30]3)[CH:23]=2)[S:9]([C:12]2[C:17]([CH3:18])=[CH:16][C:15]([CH3:19])=[CH:14][C:13]=2[CH3:20])(=[O:11])=[O:10])=[CH:4][CH:3]=1.[Br:35][CH2:36][CH2:37]Br.[OH-].[Na+]>O>[Br:35][CH2:36][CH2:37][O:1][C:2]1[CH:3]=[CH:4][C:5]([N:8]([CH2:21][C:22]2[CH:27]=[CH:26][CH:25]=[C:24]([O:28][CH:29]3[CH2:34][CH2:33][CH2:32][CH2:31][O:30]3)[CH:23]=2)[S:9]([C:12]2[C:17]([CH3:18])=[CH:16][C:15]([CH3:19])=[CH:14][C:13]=2[CH3:20])(=[O:11])=[O:10])=[CH:6][CH:7]=1 |f:2.3|. Procedure: To a suspension of N-(4-hydroxy-phenyl)-2,4,6-trimethyl-N-[3-(tetrahydro-pyran-2-yloxy)-benzyl]-benzenesulfonamide (0.238 g, 0.49 mmol) and 1,2-dibromoethane (0.43 mL, 4.94 mmol) in 1 mL water was added sodium hydroxide (0.020 g, 0.49 mmol, dissolved in 0.1 mL of water). The reaction mixture was heated at reflux for 3 hr. and was cooled to room temperature. The reaction mixture was diluted with 10 mL water and the aqueous solution was washed with ethyl acetate (3×15 mL). The combined organic lay... The reactants are NC1=CC=C(C#N)C=C1 (4-Aminobenzonitrile), ICC1C(CCC1)C (1-iodomethyl-2-methylcyclopentane), O (water). Solvent: CN(P(=O)(N(C)C)N(C)C)C (hexamethylphosphoramide). Reaction conditions: temperature 120 celsius. The product is CC1C(CCC1)CNC1=CC=C(C#N)C=C1 (4-(2-methylcyclopentylmethylamino)benzonitrile). As a reaction SMILES: [NH2:1][C:2]1[CH:9]=[CH:8][C:5]([C:6]#[N:7])=[CH:4][CH:3]=1.I[CH2:11][CH:12]1[CH2:16][CH2:15][CH2:14][CH:13]1[CH3:17].O>CN(C)P(N(C)C)(N(C)C)=O>[CH3:11][CH:12]1[CH2:16][CH2:15][CH2:14][CH:13]1[CH2:17][NH:1][C:2]1[CH:9]=[CH:8][C:5]([C:6]#[N:7])=[CH:4][CH:3]=1. Procedure: 4-Aminobenzonitrile (11.8 g.) and 1-iodomethyl-2-methylcyclopentane (16.3 g.) are dissolved in hexamethylphosphoramide (100 ml.) and heated under nitrogen in an oil bath maintained at 120° C. for 22 hours. The reaction mixture is cooled to room temperature and water (100 ml.) is added gradually. The mixture is then chilled in an ice bath. The precipitate separated is filtered, washed thoroughly with water, and dried. It is then washed repeatedly with hexane and dried. Recrystallization from ethe... Starting materials: O (water), OC(C(=O)C1=CC=C(C=C1)OC)C1=CC=CC=C1 (2-hydroxy-1-(4-methoxyphenyl)-2-phenylethanone), C(CC#N)#N (malononitrile), C(C)NCC (diethylamine). Solvent: CN(C)C=O (DMF). Conditions: time 1 hour. The product is NC=1OC(=C(C1C#N)C1=CC=C(C=C1)OC)C1=CC=CC=C1 (2-Amino-4-(4-methoxyphenyl)-5-phenyl-3-furonitrile). As a reaction SMILES: [OH:1][CH:2]([C:13]1[CH:18]=[CH:17][CH:16]=[CH:15][CH:14]=1)[C:3]([C:5]1[CH:10]=[CH:9][C:8]([O:11][CH3:12])=[CH:7][CH:6]=1)=O.[C:19](#[N:23])[CH2:20][C:21]#[N:22].C(NCC)C.O>CN(C=O)C>[NH2:23][C:19]1[O:1][C:2]([C:13]2[CH:18]=[CH:17][CH:16]=[CH:15][CH:14]=2)=[C:3]([C:5]2[CH:10]=[CH:9][C:8]([O:11][CH3:12])=[CH:7][CH:6]=2)[C:20]=1[C:21]#[N:22]. Procedure details: Dissolve 236 g (974 mmol) 2-hydroxy-1-(4-methoxyphenyl)-2-phenylethanone and 83.66 g (1266 mmol) malononitrile in 470 ml DMF and, with cooling on an ice bath, add 86.6 ml (836.7 mmol) diethylamine. After 1 h, heat the mixture to RT and continue stirring for 4 h at RT, before adding 2.5 litre water and a few seed crystals. After 30 min, decant the supernatant water and replace with 1.25 litre of fresh water. Stir the suspension thoroughly and again decant the supernatant water. Take up the sticky... Reactants: CC(C)([O-])C.[K+] (potassium tert-butoxide), CC1([C@@H]([C@@H]1C=O)C(=O)OCC1=C(C(=C(C(=C1F)F)COC)F)F)C (2,3,5,6-tetrafluoro-4-methoxymethylbenzyl (1R,3S)-2,2-dimethyl-3-formylcyclopropanecarboxylate), C(C)OP(OCC)(=O)C(C#N)Cl (diethyl(chlorocyanomethyl)phosphonate). Run in O1CCCC1 (tetrahydrofuran), O1CCCC1 (tetrahydrofuran). The product is Cl\C(=C/[C@H]1C([C@@H]1C(=O)OCC1=C(C(=C(C(=C1F)F)COC)F)F)(C)C)\C#N (2,3,5,6-tetrafluoro-4-methoxymethylbenzyl (1R,3S)-3-((Z)-2-chloro-2-cyanovinyl)-2,2-dimethylcyclopropanecarboxylate). Isolated yield 32.3%. RXN SMILES: CC(C)([O-])C.[K+].[CH3:7][C:8]1([CH3:30])[C@@H:10]([CH:11]=O)[C@H:9]1[C:13]([O:15][CH2:16][C:17]1[C:22]([F:23])=[C:21]([F:24])[C:20]([CH2:25][O:26][CH3:27])=[C:19]([F:28])[C:18]=1[F:29])=[O:14].C(OP([CH:39]([Cl:42])[C:40]#[N:41])(=O)OCC)C>O1CCCC1>[Cl:42]/[C:39](/[C:40]#[N:41])=[CH:11]\[C@@H:10]1[C@@H:9]([C:13]([O:15][CH2:16][C:17]2[C:22]([F:23])=[C:21]([F:24])[C:20]([CH2:25][O:26][CH3:27])=[C:19]([F:28])[C:18]=2[F:29])=[O:14])[C:8]1([CH3:7])[CH3:30] |f:0.1|. Reported procedure: A solution of 0.14 g of potassium tert-butoxide in 1 ml of tetrahydrofuran was added dropwise to a mixture of 0.35 g of 2,3,5,6-tetrafluoro-4-methoxymethylbenzyl (1R,3S)-2,2-dimethyl-3-formylcyclopropanecarboxylate, 0.21 g of diethyl(chlorocyanomethyl)phosphonate and 5 ml of anhydrous tetrahydrofuran with ice-cooling under a nitrogen atmosphere. After stirring with ice-cooling for 15 minutes, the reaction mixture was poured into a saturated saline solution, and the mixture was extracted with eth... Starting materials: COC(=O)C1=C(C2=C(OCO2)C=C1)N (4-amino-benzo[1,3]dioxole-5-carboxylic acid methyl ester), CN (MeNH2), C(#N)[Cu] (CuCN). Product: CNC(=O)C1=C(C2=C(OCO2)C=C1)N (4-Amino-benzo[1,3]dioxole-5-carboxylic acid methylamide), powder. Yield: 95.0%. RXN SMILES: C[O:2][C:3]([C:5]1[CH:13]=[CH:12][C:8]2[O:9][CH2:10][O:11][C:7]=2[C:6]=1[NH2:14])=O.CN.[C:17]([Cu])#[N:18]>>[CH3:17][NH:18][C:3]([C:5]1[CH:13]=[CH:12][C:8]2[O:9][CH2:10][O:11][C:7]=2[C:6]=1[NH2:14])=[O:2]. Procedure details: 4-Amino-benzo[1,3]dioxole-5-carboxylic acid methylamide was prepared by heating a mixture of 4-amino-benzo[1,3]dioxole-5-carboxylic acid methyl ester (198 mg, 1.01 mmol, Dallacker, Franz, et al. Justus Liebigs Ann Chem 1966, 694 117-22) with 2.0 M methanolic MeNH2 (7 mL, 14 mmol) and CuCN (1.42 g, 28.6 mmol) to 50° C. for 72 h. Excess catalyst was removed by filtration; filtrate was extracted into CH2Cl2, washed with water and dried by passing through a plug of Na2SO4. Evaporation of solvent aff... The reactants are C(C)(C)(C)OC(C(CCC(=O)OC(C)(C)C)NC(=O)NC(CCCCN)C(=O)OC(C)(C)C)=O (2-[3-(5-Amino-1-tert-butoxycarbonyl-pentyl)-ureido]-pentanedioic Acid di-tert-butyl Ester), C1(=CC=CC=C1)N=C=O (phenylisocyanate), C[Sn](C1=CC=C(C=O)C=C1)(C)C (4-Trimethylstannanyl-benzaldehyde). Yields the product C(C)(C)(C)OC(C(CCC(=O)OC(C)(C)C)NC(=O)NC(CCCCNCC1=CC=C(C=C1)[Sn](C)(C)C)C(=O)OC(C)(C)C)=O (2-{3-[1-tert-Butoxycarbonyl-5-(4-trimethylstannanyl-benzylamino)-pentyl]-ureido}-pentanedioic Acid di-tert-butyl Ester). The yield is 40.0%. Reaction SMILES: [C:1]([O:5][C:6](=[O:34])[CH:7]([NH:17][C:18]([NH:20][CH:21]([C:27]([O:29][C:30]([CH3:33])([CH3:32])[CH3:31])=[O:28])[CH2:22][CH2:23][CH2:24][CH2:25][NH2:26])=[O:19])[CH2:8][CH2:9][C:10]([O:12][C:13]([CH3:16])([CH3:15])[CH3:14])=[O:11])([CH3:4])([CH3:3])[CH3:2].C1(N=C=O)C=CC=CC=1.[CH3:44][Sn:45]([CH3:55])([CH3:54])[C:46]1[CH:53]=[CH:52][C:49]([CH:50]=O)=[CH:48][CH:47]=1>>[C:1]([O:5][C:6](=[O:34])[CH:7]([NH:17][C:18]([NH:20][CH:21]([C:27]([O:29][C:30]([CH3:33])([CH3:32])[CH3:31])=[O:28])[CH2:22][CH2:23][CH2:24][CH2:25][NH:26][CH2:50][C:49]1[CH:52]=[CH:53][C:46]([Sn:45]([CH3:44])([CH3:55])[CH3:54])=[CH:47][CH:48]=1)=[O:19])[CH2:8][CH2:9][C:10]([O:12][C:13]([CH3:16])([CH3:15])[CH3:14])=[O:11])([CH3:2])([CH3:3])[CH3:4]. Reported procedure: The following compounds of the general structure 8 were prepared in overall yields ranging from 20-60% by the route depicted in Scheme B. The key synthetic intermediate (4) was reacted with the appropriate phenylisocyanate at room temperature to afford the desired protected intermediates (5) in good yields. The t-butyl ester protecting groups were removed in the presence of 50% TFA in DCM for 1 hour at room temperature. Upon completion, the reactions were concentrated on a rotary evaporator puri... The reactants are BrC=1C=CC=2NC3=CC=CC=C3C2C1 (3Bromo-9H-carbazole), IC1=CC=CC=C1 (iodobenzene), C([O-])([O-])=O.[K+].[K+] (potassium carbonate), C1COCCOCCOCCOCCOCCO1 (18-crown-6). Reagents/catalysts: [Cu] (copper). The solvent is ClC1=C(C=CC=C1)Cl (o-dichlorobenzene). Yields the product BrC=1C=CC=2N(C3=CC=CC=C3C2C1)C1=CC=CC=C1 (3-bromo-9-phenyl-9H-carbazole). The yield is 119.3%. RXN SMILES: [Br:1][C:2]1[CH:3]=[CH:4][C:5]2[NH:6][C:7]3[C:12]([C:13]=2[CH:14]=1)=[CH:11][CH:10]=[CH:9][CH:8]=3.I[C:16]1[CH:21]=[CH:20][CH:19]=[CH:18][CH:17]=1.C(=O)([O-])[O-].[K+].[K+].C1OCCOCCOCCOCCOCCOC1>ClC1C=CC=CC=1Cl.[Cu]>[Br:1][C:2]1[CH:3]=[CH:4][C:5]2[N:6]([C:16]3[CH:21]=[CH:20][CH:19]=[CH:18][CH:17]=3)[C:7]3[C:12]([C:13]=2[CH:14]=1)=[CH:11][CH:10]=[CH:9][CH:8]=3 |f:2.3.4|. Procedure: 3Bromo-9H-carbazole (10.0 g, 40.6 mmol), iodobenzene (20.7 g, 101.6 mmol), potassium carbonate (28.1 g, 203.2 mmol), copper (2.58 g, 40.6 mmol), 18-crown-6 (10.7 g, 40.6 mmol) in o-dichlorobenzene (400 mL) were stirred and degassed with nitrogen for 15 minutes. The reaction was refluxed overnight. The reaction mixture was filtered Celite®, washed with toluene and the filtrate was concentrated under vacuum. It was then column chromatographed with 20% DCM/hexane to obtain 15.6 g (81%) of the desir... Reactants: [OH-].[Na+] (sodium hydroxide), CC(=O)C (acetone), ClC1=C(C=O)C=C(C=C1)Cl (2,5-dichlorobenzaldehyde). The solvent is O (water). Conditions: time 1 hour. Yields the product ClC1=C(C=C(C=C1)Cl)C=CC(C)=O (4-(2,5-dichlorophenyl)-3-buten-2-one). As a reaction SMILES: [OH-].[Na+].[CH3:3][C:4]([CH3:6])=[O:5].[Cl:7][C:8]1[CH:15]=[CH:14][C:13]([Cl:16])=[CH:12][C:9]=1[CH:10]=O>O>[Cl:7][C:8]1[CH:15]=[CH:14][C:13]([Cl:16])=[CH:12][C:9]=1[CH:10]=[CH:3][C:4](=[O:5])[CH3:6] |f:0.1|. Procedure: In water (500 ml) was dissolved sodium hydroxide (4.0 g), and to the mixture was added acetone (100 ml), and then 2,5-dichlorobenzaldehyde (15.9 g). The mixture was stirred at room temperature for 1 hour, and acetone was evaporated under reduced pressure. The residue was extracted with ethyl acetate, and the organic layer was washed with water and saturated brine, and concentrated under reduced pressure to give 4-(2,5-dichlorophenyl)-3-buten-2-one (19.0 g). Reactants: O.Cl.CN(CCC1=CNC2=CC=C(C=C12)S(=O)(=O)NC1=CC=C(C=C1)OCC)C (3-[2-(Dimethylamino)ethyl]-N-(4-ethoxyphenyl)-1H-indole-5-sulphonamide hydrochloride hydrate), [H-].[Al+3].[Li+].[H-].[H-].[H-] (lithium aluminium hydride). The solvent is O1CCCC1 (tetrahydrofuran), O1CCCC1 (tetrahydrofuran), O1CCCC1 (tetrahydrofuran). Product: Cl.CN(CCC1=CNC2=CC=C(C=C12)S(=O)(=O)NC1=CC=C(C=C1)OCC)C (3-[2-(Dimethylamino)ethyl]-N-(4-ethoxyphenyl)-1H-indole-5-sulphonamide hydrochloride). RXN SMILES: O.[ClH:2].[CH3:3][N:4]([CH3:29])[CH2:5][CH2:6][C:7]1[C:15]2[C:10](=[CH:11][CH:12]=[C:13]([S:16]([NH:19][C:20]3[CH:25]=[CH:24][C:23]([O:26][CH2:27][CH3:28])=[CH:22][CH:21]=3)(=[O:18])=[O:17])[CH:14]=2)[NH:9][CH:8]=1.[H-].[Al+3].[Li+].[H-].[H-].[H-]>O1CCCC1>[ClH:2].[CH3:29][N:4]([CH3:3])[CH2:5][CH2:6][C:7]1[C:15]2[C:10](=[CH:11][CH:12]=[C:13]([S:16]([NH:19][C:20]3[CH:25]=[CH:24][C:23]([O:26][CH2:27][CH3:28])=[CH:22][CH:21]=3)(=[O:17])=[O:18])[CH:14]=2)[NH:9][CH:8]=1 |f:0.1.2,3.4.5.6.7.8,10.11|. Procedure: A solution of the product of stage (i) (0.9 g) in tetrahydrofuran (15 ml) was added dropwise, under nitrogen, to a stirred suspension of lithium aluminium hydride (0.5 g) in tetrahydrofuran (10 ml) and the resulting mixture heated at reflux for 16 h. The mixture was cooled and excess reducing agent decomposed by cautious addition of 10% aqueous tetrahydrofuran. The resulting mixture was partitioned betweeen sodium carbonate (2 N, 75 ml) and ethyl acetate (2×50 ml) and the combined extracts were ... Starting materials: O=Cc1cncc(Br)c1, CCOC(=O)c1ccc(N)cc1, Cc1ccccc1, Cc1ccc(S(=O)(=O)O)cc1. Product: CCOC(=O)c1ccc(N=Cc2cncc(Br)c2)cc1. As a reaction SMILES: [Br:13][c:14]1[cH:15][c:16]([CH:20]=[O:21])[cH:17][n:18][cH:19]1.[CH2:1]([CH3:2])[O:3][C:4]([c:5]1[cH:6][cH:7][c:8]([NH2:11])[cH:9][cH:10]1)=[O:12].[CH3:33][c:34]1[cH:35][cH:36][cH:37][cH:38][cH:39]1.[c:22]1([CH3:23])[cH:24][cH:25][c:26]([S:27]([OH:28])(=[O:29])=[O:30])[cH:31][cH:32]1>>[CH2:1]([CH3:2])[O:3][C:4]([c:5]1[cH:6][cH:7][c:8]([N:11]=[CH:20][c:16]2[cH:15][c:14]([Br:13])[cH:19][n:18][cH:17]2)[cH:9][cH:10]1)=[O:12].